From a dataset of the Open Reaction Database (ORD), a public repository of structured organic reaction records. describe an organic reaction: reactants, conditions, products, and yield Starting materials: C(C1=CC=CC=C1)OC=1C=C(C=CC1)C(=CC#N)C1=CC(=CC(=C1)OC)OC (3-(3-Benzyloxyphenyl)-3-(3,5-dimethoxyphenyl)acrylonitrile), C1=CCCCC1 (cyclohexene). The reagents and catalysts are [OH-].[OH-].[Pd+2] (palladium hydroxide on charcoal). Solvent: C(C)O (ethanol). The product is COC=1C=C(C=C(C1)OC)C(=CC#N)C1=CC(=CC=C1)O (3-(3,5-dimethoxy-phenyl)-3-(3-hydroxy-phenyl)-acrylonitrile). Yield: 63.5%. Reaction SMILES: C([O:8][C:9]1[CH:10]=[C:11]([C:15]([C:19]2[CH:24]=[C:23]([O:25][CH3:26])[CH:22]=[C:21]([O:27][CH3:28])[CH:20]=2)=[CH:16][C:17]#[N:18])[CH:12]=[CH:13][CH:14]=1)C1C=CC=CC=1.C1CCCCC=1>[OH-].[OH-].[Pd+2].C(O)C>[CH3:28][O:27][C:21]1[CH:20]=[C:19]([C:15]([C:11]2[CH:12]=[CH:13][CH:14]=[C:9]([OH:8])[CH:10]=2)=[CH:16][C:17]#[N:18])[CH:24]=[C:23]([O:25][CH3:26])[CH:22]=1 |f:2.3.4|. Procedure details: 3-(3-Benzyloxyphenyl)-3-(3,5-dimethoxyphenyl)acrylonitrile (3.45 g), 20% palladium hydroxide on charcoal (0.103 g, 3% w.t.), cyclohexene (12 ml), and ethanol (24 ml) were heated to reflux overnight. The black suspension was cooled, filtered through a Celite pad, and concentrated to an oil, which was purified via flash column chromatography (5% EtOAc in hexane gradient to 30% EtOAc in hexane in about 30 min.) to give 3-(3,5-dimethoxy-phenyl)-3-(3-hydroxy-phenyl)-acrylonitrile as an off-white soli... Reactants: C(#N)C1=CNC2=CC=C(C=C12)CCN=[N+]=[N-] (3-cyano-5-(2-azidoethyl)indole), C1(=CC=CC=C1)P(C1=CC=CC=C1)C1=CC=CC=C1 (triphenylphosphine). Solvent: C1CCOC1 (THF). Run at time 8 hour. Yields the product C(#N)C1=CNC2=CC=C(C=C12)CCN (3-Cyano-5-(2-aminoethyl)indole). Yield: 98.3%. Reaction SMILES: [C:1]([C:3]1[C:11]2[C:6](=[CH:7][CH:8]=[C:9]([CH2:12][CH2:13][N:14]=[N+]=[N-])[CH:10]=2)[NH:5][CH:4]=1)#[N:2].C1(P(C2C=CC=CC=2)C2C=CC=CC=2)C=CC=CC=1>C1COCC1>[C:1]([C:3]1[C:11]2[C:6](=[CH:7][CH:8]=[C:9]([CH2:12][CH2:13][NH2:14])[CH:10]=2)[NH:5][CH:4]=1)#[N:2]. Reported procedure: A solution of 1.01 g (4.78 mmol) 3-cyano-5-(2-azidoethyl)indole (reference example 3) and 1.38 g (5.26 mmol) triphenylphosphine in 20 mL THF is stirred overnight to give a white precipitate. Another 20 mL THF and 1 mL distilled water is added. After stirring overnight the resulting solution is concentrated, and the residue chromatographed (10:1 CH2Cl2:7N NH3 in MeOH) to provide 0.870 g of the product as a white solid in 98% yield. 1H NMR (CD3OD): δ 2.87-2.97 (4H, m), 7.17 (1H, d, J=8 Hz), 7.45 (... The reactants are O=C([O-])[O-], CC(C)=O, CCOC(=O)C(F)(CC)CNC1CCCC1, O=[N+]([O-])c1cnc(Cl)nc1Cl, [K+], [K+]. The product is CCOC(=O)C(F)(CC)CN(c1nc(Cl)ncc1[N+](=O)[O-])C1CCCC1. Reaction SMILES: [C:28](=[O:29])([O-:30])[O-:31].[CH3:34][C:35](=[O:36])[CH3:37].[CH:12]1([NH:17][CH2:18][C:19]([C:20](=[O:21])[O:22][CH2:23][CH3:24])([CH2:25][CH3:26])[F:27])[CH2:13][CH2:14][CH2:15][CH2:16]1.[Cl:1][c:2]1[n:3][cH:4][c:5]([N+:9](=[O:10])[O-:11])[c:6]([Cl:8])[n:7]1.[K+:32].[K+:33]>>[Cl:1][c:2]1[n:3][cH:4][c:5]([N+:9](=[O:10])[O-:11])[c:6]([N:17]([CH:12]2[CH2:13][CH2:14][CH2:15][CH2:16]2)[CH2:18][C:19]([C:20](=[O:21])[O:22][CH2:23][CH3:24])([CH2:25][CH3:26])[F:27])[n:7]1.